Dataset: the Open Reaction Database (ORD), a public repository of structured organic reaction records. Task: describe an organic reaction: reactants, conditions, products, and yield Reactants: CCCCCC (hexane), C(C)(=O)OCC (ethyl acetate), COC1=C(C=C(C(=C1)OC)C1SCCCS1)C(CC(=O)OC)CCCCC (methyl 3-[2,4-dimethoxy-5-(1,3-dithian-2-yl)phenyl]octanoate), C(CCC)[SnH](CCCC)CCCC (tributyltin hydride). The reagents and catalysts are N(=NC(C#N)(C)C)C(C#N)(C)C (azobis(isobutyronitrile)). Solvent: C1(=CC=CC=C1)C (toluene). Run at temperature 100 celsius. The product is COC1=C(C=C(C(=C1)OC)C)C(CC(=O)OC)CCCCC (methyl 3-(2,4-dimethoxy-5-methylphenyl)octanoate). Isolated yield 92.5%. As a reaction SMILES: [CH3:1][O:2][C:3]1[CH:8]=[C:7]([O:9][CH3:10])[C:6]([CH:11]2SCCCS2)=[CH:5][C:4]=1[CH:17]([CH2:23][CH2:24][CH2:25][CH2:26][CH3:27])[CH2:18][C:19]([O:21][CH3:22])=[O:20].C([SnH](CCCC)CCCC)CCC.CCCCCC.C(OCC)(=O)C>C1(C)C=CC=CC=1.N(C(C)(C)C#N)=NC(C)(C)C#N>[CH3:1][O:2][C:3]1[CH:8]=[C:7]([O:9][CH3:10])[C:6]([CH3:11])=[CH:5][C:4]=1[CH:17]([CH2:23][CH2:24][CH2:25][CH2:26][CH3:27])[CH2:18][C:19]([O:21][CH3:22])=[O:20]. Procedure details: A solution of 558 mg (1.35 mmol) of methyl 3-[2,4-dimethoxy-5-(1,3-dithian-2-yl)phenyl]octanoate [prepared as described in step (i) above], 1.576 g (5.42 mmol) of tributyltin hydride and 15 mg of azobis(isobutyronitrile) in 20 ml of toluene was stirred whilst heating at 100° C. for 6.5 hours. At the end of this time, the reaction temperature was allowed to reduce to room temperature, and the reaction mixture was purified by column chromatography through 15 g of silica gel, using a gradient eluti... Reactants: C1(=C(C=CC=C1)N)N (o-phenylenediamine), O (water). Run in C(CCC)(=O)OC(CCC)=O (butyric anhydride). Conditions: temperature 110 celsius, time 4 hour. Product: C(CC)C=1NC2=C(N1)C=CC=C2 (2-Propylbenzimidazole). RXN SMILES: [C:1]1([NH2:8])[CH:6]=[CH:5][CH:4]=[CH:3][C:2]=1[NH2:7].O>C(OC(=O)CCC)(=O)CCC>[CH2:1]([C:6]1[NH:7][C:2]2[CH:3]=[CH:4][CH:5]=[CH:6][C:1]=2[N:8]=1)[CH2:2][CH3:3]. Reported procedure: A mixture of o-phenylenediamine (2.2 g) in butyric anhydride (4.7 g) was stirred for 4 hours at 110° C. To the reaction mixture was added water, which was extracted with ethyl acetate. The organic layer was washed with an aqueous solution of sodium bicarbonate, dilute hydrochloric acid and water and then dried. The solvent was evaporated to dryness, and the residue was refluxed for 1.5 hour in 3N-HCl (35 ml). The reaction mixture was made basic with a 6N NaOH. The crystals were recrystallized fr... Reactants: [H-].[Na+] (sodium hydride), O (water), C(C1=CC=CC=C1)(=O)Cl (benzoyl chloride), [N+](=O)([O-])C1=C(N)C=CC=C1 (2-nitroaniline). The solvent is O1CCCC1 (tetrahydrofuran), O1CCCC1 (tetrahydrofuran). Conditions: time 10 minute. The product is C(C1=CC=CC=C1)(=O)NC1=C(C=CC=C1)[N+](=O)[O-] (N-benzoyl-2-nitroaniline). Reaction SMILES: [H-].[Na+].[N+:3]([C:6]1[CH:12]=[CH:11][CH:10]=[CH:9][C:7]=1[NH2:8])([O-:5])=[O:4].[C:13](Cl)(=[O:20])[C:14]1[CH:19]=[CH:18][CH:17]=[CH:16][CH:15]=1.O>O1CCCC1>[C:13]([NH:8][C:7]1[CH:9]=[CH:10][CH:11]=[CH:12][C:6]=1[N+:3]([O-:5])=[O:4])(=[O:20])[C:14]1[CH:19]=[CH:18][CH:17]=[CH:16][CH:15]=1 |f:0.1|. Procedure: 1.58 g of sodium hydride (60% content) was suspended in 19.80 g of tetrahydrofuran and cooled with ice. To the obtained suspension, 19.83 g of a tetrahydrofuran solution containing 2.50 g of 2-nitroaniline was dropwise added over 1 hour, stirred for 10 minutes, allowed to stand at room temperature and stirred for 30 minutes. To the obtained mixture, 2.77 g of benzoyl chloride was added dropwise over 0.5 hr at room temperature and stirred for 2 hours. The reaction mixture was added to water and s...